From a dataset of the Open Reaction Database (ORD), a public repository of structured organic reaction records. describe an organic reaction: reactants, conditions, products, and yield Reactants: BrC1=C(N)C=CC(=C1)C(C)C (2-bromo-4-isopropylaniline), ClC1=CC=C(C=C1)B(O)O (4-chlorobenzene boronic acid). The product is ClC1=CC=C(C=C1)C1=C(N)C=CC(=C1)C(C)C (2-(4-chlorophenyl)-4-isopropylaniline). Reaction SMILES: Br[C:2]1[CH:8]=[C:7]([CH:9]([CH3:11])[CH3:10])[CH:6]=[CH:5][C:3]=1[NH2:4].[Cl:12][C:13]1[CH:18]=[CH:17][C:16](B(O)O)=[CH:15][CH:14]=1>>[Cl:12][C:13]1[CH:18]=[CH:17][C:16]([C:2]2[CH:8]=[C:7]([CH:9]([CH3:11])[CH3:10])[CH:6]=[CH:5][C:3]=2[NH2:4])=[CH:15][CH:14]=1. Reported procedure: 2-bromo-4-isopropylaniline and 4-chlorobenzene boronic acid were combined to form 2-(4-chlorophenyl)-4-isopropylaniline, and Starting materials: C1(CCCCC1)C=1C2=C(NC1)C=C(S2)C(=O)O (6-cyclohexyl-4H-thieno[3,2-b]pyrrole-2-carboxylic acid), C(=O)([O-])[O-].[K+].[K+] (K2CO3), CI (MeI), CN(C)C=O (DMF). Reaction conditions: time 2 day. Product: C1(CCCCC1)C=1C2=C(N(C1)C)C=C(S2)C(=O)OC (methyl 6-cyclohexyl-4-methyl-4H-thieno[3,2-b]pyrrole-2-carboxylate). As a reaction SMILES: [CH:1]1([C:7]2[C:8]3[S:14][C:13]([C:15]([OH:17])=[O:16])=[CH:12]C=3NC=2)[CH2:6][CH2:5][CH2:4][CH2:3][CH2:2]1.[C:18]([O-])([O-])=O.[K+].[K+].CI.[CH3:26][N:27]([CH:29]=O)[CH3:28]>>[CH:1]1([C:7]2[C:8]3[S:14][C:13]([C:15]([O:17][CH3:18])=[O:16])=[CH:12][C:28]=3[N:27]([CH3:26])[CH:29]=2)[CH2:6][CH2:5][CH2:4][CH2:3][CH2:2]1 |f:1.2.3|. Reported procedure: A solution (0.5 M) of 6-cyclohexyl-4H-thieno[3,2-b]pyrrole-2-carboxylic acid in DMF was treated with K2CO3 (2 eq.) and MeI (4 eq.). The reaction mixture was stirred at RT for 2 days. After dilution with AcOEt it was washed with water, brine and dried. Evaporation of the solvent gave a residue that was purified by flash chromatography on silica gel (1:4 AcOEt/petroleum ether) affording methyl 6-cyclohexyl-4-methyl-4H-thieno[3,2-b]pyrrole-2-carboxylate that was dissolved in DCE. POCl3 (1.4 eq.) wa... Starting materials: C(C)(C)(C)C1=NN(C(=C1)NC(NC1=CC=C(C2=CC=CC=C12)OC1=CC(=NC=C1)NC(CNC(OC(C)(C)C)=O)=O)=O)C1=CC=C(C=C1)C (tert-butyl 2-(4-(4-(3-(3-tert-butyl-1-p-tolyl-1H-pyrazol-5-yl)ureido)naphthalen-1-yloxy)pyridin-2-ylamino)-2-oxoethylcarbamate), C(=O)(C(F)(F)F)O (TFA). Solvent: C(Cl)Cl (DCM). Run at temperature 0 celsius. The product is NCC(=O)NC1=NC=CC(=C1)OC1=CC=C(C2=CC=CC=C12)NC(=O)NC1=CC(=NN1C1=CC=C(C=C1)C)C(C)(C)C (2-Amino-N-(4-(4-(3-(3-tert-butyl-1-p-tolyl-1H-pyrazol-5-yl)ureido)naphthalen-1-yloxy)pyridin-2-yl)acetamide). As a reaction SMILES: [C:1]([C:5]1[CH:9]=[C:8]([NH:10][C:11](=[O:42])[NH:12][C:13]2[C:22]3[C:17](=[CH:18][CH:19]=[CH:20][CH:21]=3)[C:16]([O:23][C:24]3[CH:29]=[CH:28][N:27]=[C:26]([NH:30][C:31](=[O:41])[CH2:32][NH:33]C(=O)OC(C)(C)C)[CH:25]=3)=[CH:15][CH:14]=2)[N:7]([C:43]2[CH:48]=[CH:47][C:46]([CH3:49])=[CH:45][CH:44]=2)[N:6]=1)([CH3:4])([CH3:3])[CH3:2].C(O)(C(F)(F)F)=O>C(Cl)Cl>[NH2:33][CH2:32][C:31]([NH:30][C:26]1[CH:25]=[C:24]([O:23][C:16]2[C:17]3[C:22](=[CH:21][CH:20]=[CH:19][CH:18]=3)[C:13]([NH:12][C:11]([NH:10][C:8]3[N:7]([C:43]4[CH:48]=[CH:47][C:46]([CH3:49])=[CH:45][CH:44]=4)[N:6]=[C:5]([C:1]([CH3:4])([CH3:3])[CH3:2])[CH:9]=3)=[O:42])=[CH:14][CH:15]=2)[CH:29]=[CH:28][N:27]=1)=[O:41]. Reported procedure: To a stirred solution of tert-butyl 2-(4-(4-(3-(3-tert-butyl-1-p-tolyl-1H-pyrazol-5-yl)ureido)naphthalen-1-yloxy)pyridin-2-ylamino)-2-oxoethylcarbamate (187 mg, 92% pure, 0.259 mmol) in dry DCM (6 mL) 0° C. under nitrogen was added TFA (2.0 mL) and the reaction mixture maintained at 0° C. for 20 min and then warmed to RT for 3 hr. The resulting mixture was evaporated in vacuo and the residue was purified by SCX capture and release to afford the title compound, Intermediate G1, as a brown solid (...